From a dataset of the Open Reaction Database (ORD), a public repository of structured organic reaction records. describe an organic reaction: reactants, conditions, products, and yield Starting materials: OB(O)C1=CCCC1, Clc1cnc2c(n1)OCCN(Cc1ccccc1)C2, COCCOC, [Na+], [Na+], O=C([O-])[O-], O, c1ccc(P(c2ccccc2)(c2ccccc2)[Pd](P(c2ccccc2)(c2ccccc2)c2ccccc2)(P(c2ccccc2)(c2ccccc2)c2ccccc2)P(c2ccccc2)(c2ccccc2)c2ccccc2)cc1. As a reaction SMILES: [C:20]1([B:25]([OH:26])[OH:27])=[CH:21][CH2:22][CH2:23][CH2:24]1.[CH2:1]([c:2]1[cH:3][cH:4][cH:5][cH:6][cH:7]1)[N:8]1[CH2:9][CH2:10][O:11][c:12]2[c:13]([n:15][cH:16][c:17]([Cl:19])[n:18]2)[CH2:14]1.[CH3:35][O:36][CH2:37][CH2:38][O:39][CH3:40].[Na+:28].[Na+:29].[O-:30][C:31](=[O:32])[O-:33].[OH2:34].[cH:41]1[cH:42][cH:43][c:44]([P:45]([Pd:46]([P:47]([c:48]2[cH:49][cH:50][cH:51][cH:52][cH:53]2)([c:54]2[cH:55][cH:56][cH:57][cH:58][cH:59]2)[c:60]2[cH:61][cH:62][cH:63][cH:64][cH:65]2)([P:66]([c:67]2[cH:68][cH:69][cH:70][cH:71][cH:72]2)([c:73]2[cH:74][cH:75][cH:76][cH:77][cH:78]2)[c:79]2[cH:80][cH:81][cH:82][cH:83][cH:84]2)[P:85]([c:86]2[cH:87][cH:88][cH:89][cH:90][cH:91]2)([c:92]2[cH:93][cH:94][cH:95][cH:96][cH:97]2)[c:98]2[cH:99][cH:100][cH:101][cH:102][cH:103]2)([c:104]2[cH:105][cH:106][cH:107][cH:108][cH:109]2)[c:110]2[cH:111][cH:112][cH:113][cH:114][cH:115]2)[cH:116][cH:117]1>>[CH2:1]([c:2]1[cH:3][cH:4][cH:5][cH:6][cH:7]1)[N:8]1[CH2:9][CH2:10][O:11][c:12]2[c:13]([n:15][cH:16][c:17]([C:20]3=[CH:21][CH2:22][CH2:23][CH2:24]3)[n:18]2)[CH2:14]1. Product: C1=C(c2cnc3c(n2)OCCN(Cc2ccccc2)C3)CCC1.